This data is from the Open Reaction Database (ORD), a public repository of structured organic reaction records. The task is: describe an organic reaction: reactants, conditions, products, and yield The reactants are C1(CCC1)NC1=C(N=C2C(=N1)C=NC=C2)N2CCN(CC2)CC2=C(C=C(C=C2)F)F (N-cyclobutyl-2-(4-(2,4-difluorobenzyl)piperazin-1-yl)pyrido[3,4-b]pyrazin-3-amine), C(C)(=O)OC(C)=O (acetic anhydride). Reagents/catalysts: [Pd] (palladium). The solvent is CC(=O)C (acetone), O1CCOCC1 (dioxane), O1CCOCC1 (dioxane). Reaction conditions: temperature 45 celsius, time 50 hour. Yields the product C1(CCC1)NC1=C(N=C2C(=N1)CN(CC2)C(C)=O)N2CCN(CC2)CC2=C(C=C(C=C2)F)F (1-(3-(cyclobutylamino)-2-(4-(2,4-difluorobenzyl)piperazin-1-yl)-7,8-dihydropyrido[3,4-b]pyrazin-6(5H)-yl)ethanone). Isolated yield 51.1%. RXN SMILES: [CH:1]1([NH:5][C:6]2[N:11]=[C:10]3[CH:12]=[N:13][CH:14]=[CH:15][C:9]3=[N:8][C:7]=2[N:16]2[CH2:21][CH2:20][N:19]([CH2:22][C:23]3[CH:28]=[CH:27][C:26]([F:29])=[CH:25][C:24]=3[F:30])[CH2:18][CH2:17]2)[CH2:4][CH2:3][CH2:2]1.[C:31](OC(=O)C)(=[O:33])[CH3:32]>CC(C)=O.O1CCOCC1.[Pd]>[CH:1]1([NH:5][C:6]2[N:11]=[C:10]3[CH2:12][N:13]([C:31](=[O:33])[CH3:32])[CH2:14][CH2:15][C:9]3=[N:8][C:7]=2[N:16]2[CH2:21][CH2:20][N:19]([CH2:22][C:23]3[CH:28]=[CH:27][C:26]([F:29])=[CH:25][C:24]=3[F:30])[CH2:18][CH2:17]2)[CH2:4][CH2:3][CH2:2]1. Procedure details: To N-cyclobutyl-2-(4-(2,4-difluorobenzyl)piperazin-1-yl)pyrido[3,4-b]pyrazin-3-amine (0.500 g, 1.218 mmol) in acetone (25 mL) and dioxane (25 mL) was added palladium, 10 wt % on activated carbon (0.052 g, 0.487 mmol) as a slurry in dioxane (3 mL) under nitrogen. Next, acetic anhydride (1.144 mL, 12.18 mmol) was added at 23° C. The mixture was stirred under hydrogen at 310 kPa for 50 hr at 45° C. The crude mixture was filtered through Celite™, rinsed with dioxane, and concentrated via rotary evap... Reactants: C1CCOC1, CC(=O)OC(C)=O, COc1ccc2ccccc2c1C(CN)Sc1ccccc1, CC(=O)OC=O, O=CO. Product: COc1ccc2ccccc2c1C(CNC=O)Sc1ccccc1. Reaction SMILES: [CH2:39]1[O:40][CH2:41][CH2:42][CH2:43]1.[CH3:10][C:11]([O:12][C:13](=[O:14])[CH3:15])=[O:16].[CH3:17][O:18][c:19]1[c:20]([CH:29]([CH2:30][NH2:31])[S:32][c:33]2[cH:34][cH:35][cH:36][cH:37][cH:38]2)[c:21]2[cH:22][cH:23][cH:24][cH:25][c:26]2[cH:27][cH:28]1.[CH:1](=[O:2])[O:3][C:4](=[O:5])[CH3:6].[CH:7]([OH:8])=[O:9]>>[CH:1](=[O:2])[NH:31][CH2:30][CH:29]([c:20]1[c:19]([O:18][CH3:17])[cH:28][cH:27][c:26]2[c:21]1[cH:22][cH:23][cH:24][cH:25]2)[S:32][c:33]1[cH:34][cH:35][cH:36][cH:37][cH:38]1.